This data is from the Open Reaction Database (ORD), a public repository of structured organic reaction records. The task is: describe an organic reaction: reactants, conditions, products, and yield The reactants are Cc1ccc(Oc2ccc([N+](=O)[O-])cc2)cc1NC(=O)c1cccc(C2(C#N)CC2)c1, CCO, [Ca+2], [Cl-], [Cl-], [Fe]. Product: Cc1ccc(Oc2ccc(N)cc2)cc1NC(=O)c1cccc(C2(C#N)CC2)c1. RXN SMILES: [C:1](#[N:2])[C:3]1([c:6]2[cH:7][c:8]([C:9](=[O:10])[NH:11][c:12]3[c:13]([CH3:28])[cH:14][cH:15][c:16]([O:18][c:19]4[cH:20][cH:21][c:22]([N+:25]([O-:26])=[O:27])[cH:23][cH:24]4)[cH:17]3)[cH:29][cH:30][cH:31]2)[CH2:4][CH2:5]1.[CH3:35][CH2:36][OH:37].[Ca+2:34].[Cl-:32].[Cl-:33].[Fe:38]>>[C:1](#[N:2])[C:3]1([c:6]2[cH:7][c:8]([C:9](=[O:10])[NH:11][c:12]3[c:13]([CH3:28])[cH:14][cH:15][c:16]([O:18][c:19]4[cH:20][cH:21][c:22]([NH2:25])[cH:23][cH:24]4)[cH:17]3)[cH:29][cH:30][cH:31]2)[CH2:4][CH2:5]1.